Dataset: the Open Reaction Database (ORD), a public repository of structured organic reaction records. Task: describe an organic reaction: reactants, conditions, products, and yield Reactants: Cl.C1(CC1)COC1=C(C=C(C(=C1)F)C)C=1C2=C(N=CN1)C(=C(N2)C)C(=O)NC2CCNCC2 (4-[2-(cyclopropylmethoxy)-4-fluoro-5-methylphenyl]-6-methyl-N-(piperidin-4-yl)-5H-pyrrolo[3,2-d]pyrimidine-7-carboxamide hydrochloride), C(CC)(=O)Cl (propionyl chloride). Yields the product C1(CC1)COC1=C(C=C(C(=C1)F)C)C=1C2=C(N=CN1)C(=C(N2)C)C(=O)NC2CCN(CC2)C(CC)=O (4-[2-(Cyclopropylmethoxy)-4-fluoro-5-methylphenyl]-6-methyl-N-(1-propanoylpiperidin-4-yl)-5H-pyrrolo[3,2-d]pyrimidine-7-carboxamide). Reaction SMILES: Cl.[CH:2]1([CH2:5][O:6][C:7]2[CH:12]=[C:11]([F:13])[C:10]([CH3:14])=[CH:9][C:8]=2[C:15]2[C:16]3[NH:23][C:22]([CH3:24])=[C:21]([C:25]([NH:27][CH:28]4[CH2:33][CH2:32][NH:31][CH2:30][CH2:29]4)=[O:26])[C:17]=3[N:18]=[CH:19][N:20]=2)[CH2:4][CH2:3]1.[C:34](Cl)(=[O:37])[CH2:35][CH3:36]>>[CH:2]1([CH2:5][O:6][C:7]2[CH:12]=[C:11]([F:13])[C:10]([CH3:14])=[CH:9][C:8]=2[C:15]2[C:16]3[NH:23][C:22]([CH3:24])=[C:21]([C:25]([NH:27][CH:28]4[CH2:29][CH2:30][N:31]([C:34](=[O:37])[CH2:35][CH3:36])[CH2:32][CH2:33]4)=[O:26])[C:17]=3[N:18]=[CH:19][N:20]=2)[CH2:4][CH2:3]1 |f:0.1|. Procedure: Starting from 4-[2-(cyclopropylmethoxy)-4-fluoro-5-methylphenyl]-6-methyl-N-(piperidin-4-yl)-5H-pyrrolo[3,2-d]pyrimidine-7-carboxamide hydrochloride (example D.f40) and commercially available propionyl chloride the title compound is obtained as colorless solid. Starting materials: O=C1NC(=O)c2ccccc21, CN(C)C=O, [K], COC(=O)CCCCCCCCCCCCCCCCCCCOS(=O)(=O)c1ccc(C)cc1. Yields the product COC(=O)CCCCCCCCCCCCCCCCCCCN1C(=O)c2ccccc2C1=O. RXN SMILES: [C:1]1(=[O:11])[c:2]2[c:3]([cH:7][cH:8][cH:9][cH:10]2)[C:4](=[O:6])[NH:5]1.[CH3:47][N:48]([CH3:49])[CH:50]=[O:51].[K:12].[S:13]([O:14][CH2:24][CH2:25][CH2:26][CH2:27][CH2:28][CH2:29][CH2:30][CH2:31][CH2:32][CH2:33][CH2:34][CH2:35][CH2:36][CH2:37][CH2:38][CH2:39][CH2:40][CH2:41][CH2:42][C:43](=[O:44])[O:45][CH3:46])([c:15]1[cH:16][cH:17][c:18]([CH3:19])[cH:20][cH:21]1)(=[O:22])=[O:23]>>[C:1]1(=[O:11])[c:2]2[c:3]([cH:7][cH:8][cH:9][cH:10]2)[C:4](=[O:6])[N:5]1[CH2:24][CH2:25][CH2:26][CH2:27][CH2:28][CH2:29][CH2:30][CH2:31][CH2:32][CH2:33][CH2:34][CH2:35][CH2:36][CH2:37][CH2:38][CH2:39][CH2:40][CH2:41][CH2:42][C:43](=[O:44])[O:45][CH3:46].